Dataset: the Open Reaction Database (ORD), a public repository of structured organic reaction records. Task: describe an organic reaction: reactants, conditions, products, and yield Reactants: C[O-], CO, CC(=O)C(C)(C)C, [Na+], O, O=Cc1ccsc1. Product: CC(C)(C)C(=O)C=Cc1ccsc1. RXN SMILES: [CH3:15][O-:16].[CH3:19][OH:20].[CH3:8][C:9]([C:10]([CH3:11])=[O:12])([CH3:13])[CH3:14].[Na+:17].[OH2:18].[s:1]1[cH:2][c:3]([CH:6]=[O:7])[cH:4][cH:5]1>>[s:1]1[cH:2][c:3]([CH:6]=[CH:11][C:10]([C:9]([CH3:8])([CH3:13])[CH3:14])=[O:12])[cH:4][cH:5]1. Reactants: C(C1=CC=CC=C1)OC1=CC=C2C(=N1)NC=N2 (5-(Benzyloxy)-3H-imidazo[4,5-b]pyridine), BrC1=C(C(=CC=C1)F)C(F)(F)F (1-bromo-3-fluoro-2-(trifluoromethyl)benzene). Reported procedure: From 5-(Benzyloxy)-3H-imidazo[4,5-b]pyridine and 1-bromo-3-fluoro-2-(trifluoromethyl)benzene, prepared in a similar manner as the one described in Example 1.96, the title compound was obtained. LCMS m/z=358.0 [M+H]+. Product: BrC=1C(=C(C=CC1)N1C=NC=2C1=NC(=CC2)O)C(F)(F)F (3-(3-Bromo-2-(trifluoromethyl)phenyl)-3H-imidazo[4,5-b]pyridin-5-ol). Reaction SMILES: C([O:8][C:9]1[N:14]=[C:13]2[NH:15][CH:16]=[N:17][C:12]2=[CH:11][CH:10]=1)C1C=CC=CC=1.[Br:18][C:19]1[CH:24]=[CH:23][CH:22]=[C:21](F)[C:20]=1[C:26]([F:29])([F:28])[F:27]>>[Br:18][C:19]1[C:20]([C:26]([F:27])([F:28])[F:29])=[C:21]([N:15]2[C:13]3=[N:14][C:9]([OH:8])=[CH:10][CH:11]=[C:12]3[N:17]=[CH:16]2)[CH:22]=[CH:23][CH:24]=1. The reactants are Example 1.001 ( d ), C(C)(C)(C)OC(=O)N[C@@H](C)C(=O)O (N-(tert-butoxycarbonyl)-L-alanine), Cl.C(C)OC([C@@H](N)[C@H](O)C)=O (L-threonine ethyl ester hydrochloride). Yields the product C(C)(C)(C)OC(=O)N[C@@H](C)C(=O)N[C@@H]([C@H](O)C)C(=O)OC (methyl N-(tert-butoxycarbonyl)-L-alanyl-L-threoninate). As a reaction SMILES: [C:1]([O:5][C:6]([NH:8][C@H:9]([C:11]([OH:13])=O)[CH3:10])=[O:7])([CH3:4])([CH3:3])[CH3:2].Cl.[CH2:15]([O:17][C:18](=[O:24])[C@H:19]([C@@H:21]([CH3:23])[OH:22])[NH2:20])C>>[C:1]([O:5][C:6]([NH:8][C@H:9]([C:11]([NH:20][C@H:19]([C:18]([O:17][CH3:15])=[O:24])[C@@H:21]([CH3:23])[OH:22])=[O:13])[CH3:10])=[O:7])([CH3:2])([CH3:3])[CH3:4] |f:1.2|. Procedure details: The preparation was performed in a similar manner as Example 1.001 (d) Method B from N-(tert-butoxycarbonyl)-L-alanine (5.62 g, 29.7 mmol) and L-threonine ethyl ester hydrochloride (4.58 g, 27.0 mmol) to give methyl N-(tert-butoxycarbonyl)-L-alanyl-L-threoninate. MS (APCI): m/z 305 (M+H). The reactants are CCOC(C)=O, CO, CC(C)c1cc(C(=O)OC(C)(C)C)n(-c2ccc(O)c([N+](=O)[O-])c2)n1. The product is CC(C)c1cc(C(=O)OC(C)(C)C)n(-c2ccc(O)c(N)c2)n1. As a reaction SMILES: [C:28]([O:29][CH2:30][CH3:31])(=[O:32])[CH3:33].[CH3:26][OH:27].[OH:1][c:2]1[c:3]([N+:23]([O-:24])=[O:25])[cH:4][c:5](-[n:8]2[n:9][c:10]([CH:20]([CH3:21])[CH3:22])[cH:11][c:12]2[C:13](=[O:14])[O:15][C:16]([CH3:17])([CH3:18])[CH3:19])[cH:6][cH:7]1>>[OH:1][c:2]1[c:3]([NH2:23])[cH:4][c:5](-[n:8]2[n:9][c:10]([CH:20]([CH3:21])[CH3:22])[cH:11][c:12]2[C:13](=[O:14])[O:15][C:16]([CH3:17])([CH3:18])[CH3:19])[cH:6][cH:7]1. The reactants are C(C)(C)N1N=C(C=2C(=CC(=CC12)C=1C=C2C(=NC1)NC=C2)C(=O)OC)C (methyl 1-isopropyl-3-methyl-6-(1H-pyrrolo[2,3-b]pyridin-5-yl)-1H-indazole-4-carboxylate), BrC=1C=C(C=2C(=NNC2C1)C=O)C(=O)OC (methyl 6-bromo-3-formyl-1H-indazole-4-carboxylate), O[Li].O (LiOH.H2O). Yields the product C(C)(C)N1N=C(C=2C(=CC(=CC12)C=1C=C2C(=NC1)NC=C2)C(=O)O)C (1-isopropyl-3-methyl-6-(1H-pyrrolo[2,3-b]pyridin-5-yl)-1H-indazole-4-carboxylic acid). RXN SMILES: [CH:1]([N:4]1[C:12]2[CH:11]=[C:10]([C:13]3[CH:14]=[C:15]4[CH:21]=[CH:20][NH:19][C:16]4=[N:17][CH:18]=3)[CH:9]=[C:8]([C:22]([O:24]C)=[O:23])[C:7]=2[C:6]([CH3:26])=[N:5]1)([CH3:3])[CH3:2].BrC1C=C(C(OC)=O)C2C(C=O)=NNC=2C=1.O[Li].O>>[CH:1]([N:4]1[C:12]2[CH:11]=[C:10]([C:13]3[CH:14]=[C:15]4[CH:21]=[CH:20][NH:19][C:16]4=[N:17][CH:18]=3)[CH:9]=[C:8]([C:22]([OH:24])=[O:23])[C:7]=2[C:6]([CH3:26])=[N:5]1)([CH3:3])[CH3:2] |f:2.3|. Reported procedure: The title compound was prepared from methyl 1-isopropyl-3-methyl-6-(1H-pyrrolo[2,3-b]pyridin-5-yl)-1H-indazole-4-carboxylate, 1 (50 mg, 0.14 mmol) and LiOH.H2O (20 mg, 0.43 mmol) in the same manner as described for example 80 (step b). The product was collected as an off-white solid (60 mg) and used in the next step without any further purification. LCMS (ES+) m/z: 335.15. The reactants are CC(=O)O, CN=C=S, CC(NO)c1cc(C(C)(C)C)c(O)c(C(C)(C)C)c1. Product: CNC(=S)N(O)C(C)c1cc(C(C)(C)C)c(O)c(C(C)(C)C)c1. As a reaction SMILES: [C:1]([OH:2])(=[O:3])[CH3:4].[CH3:24][N:25]=[C:26]=[S:27].[CH3:5][C:6]([CH3:7])([CH3:8])[c:9]1[c:10]([OH:23])[c:11]([C:19]([CH3:20])([CH3:21])[CH3:22])[cH:12][c:13]([CH:15]([CH3:16])[NH:17][OH:18])[cH:14]1>>[CH3:5][C:6]([CH3:7])([CH3:8])[c:9]1[c:10]([OH:23])[c:11]([C:19]([CH3:20])([CH3:21])[CH3:22])[cH:12][c:13]([CH:15]([CH3:16])[N:17]([OH:18])[C:26]([NH:25][CH3:24])=[S:27])[cH:14]1. The reactants are O=C([O-])O, c1cc2c(cc1CN1CCNCC1)OCO2, Cc1ccccc1, [Cl-], [Cl-], [Cl-], [Cl-], O=C1Cc2cc([N+](=O)[O-])ccc2Sc2ccccc21, [Na+], [Ti+4]. Yields the product O=[N+]([O-])c1ccc2c(c1)C=C(N1CCN(Cc3ccc4c(c3)OCO4)CC1)c1ccccc1S2. Reaction SMILES: [C:36](=[O:37])([OH:38])[O-:39].[CH2:20]([c:21]1[cH:22][c:23]2[c:27]([cH:28][cH:29]1)[O:26][CH2:25][O:24]2)[N:30]1[CH2:31][CH2:32][NH:33][CH2:34][CH2:35]1.[CH3:41][c:42]1[cH:43][cH:44][cH:45][cH:46][cH:47]1.[Cl-:48].[Cl-:49].[Cl-:50].[Cl-:51].[N+:1](=[O:2])([O-:3])[c:4]1[cH:5][c:6]2[c:7]([cH:18][cH:19]1)[S:8][c:9]1[c:10]([cH:14][cH:15][cH:16][cH:17]1)[C:11](=[O:13])[CH2:12]2.[Na+:40].[Ti+4:52]>>[N+:1](=[O:2])([O-:3])[c:4]1[cH:5][c:6]2[c:7]([cH:18][cH:19]1)[S:8][c:9]1[c:10]([cH:14][cH:15][cH:16][cH:17]1)[C:11]([N:33]1[CH2:32][CH2:31][N:30]([CH2:20][c:21]3[cH:22][c:23]4[c:27]([cH:28][cH:29]3)[O:26][CH2:25][O:24]4)[CH2:35][CH2:34]1)=[CH:12]2. Reactants: O=C(c1ccc(Cl)cc1)C(Br)CCCl, O=C([O-])[O-], CN1CCNCC1, CN(C)C=O, CO, [K+], [K+], [K+], [OH-]. Yields the product CN1CCN(C2(C(=O)c3ccc(Cl)cc3)CC2)CC1. RXN SMILES: [Br:1][CH:2]([CH2:3][CH2:4][Cl:5])[C:6](=[O:7])[c:8]1[cH:9][cH:10][c:11]([Cl:14])[cH:12][cH:13]1.[C:22](=[O:23])([O-:24])[O-:25].[CH3:15][N:16]1[CH2:17][CH2:18][NH:19][CH2:20][CH2:21]1.[CH3:30][N:31]([CH3:32])[CH:33]=[O:34].[CH3:35][OH:36].[K+:26].[K+:27].[K+:29].[OH-:28]>>[C:2]1([C:6](=[O:7])[c:8]2[cH:9][cH:10][c:11]([Cl:14])[cH:12][cH:13]2)([N:19]2[CH2:18][CH2:17][N:16]([CH3:15])[CH2:21][CH2:20]2)[CH2:3][CH2:4]1. Starting materials: CC1CCCCN1, CC(C)O, O=C1Nc2cc(Cl)ccc2N(C(=O)CCCl)c2ccccc21. Product: CC1CCCCN1CCC(=O)N1c2ccc(Cl)cc2NC(=O)c2ccccc21. RXN SMILES: [CH3:23][CH:24]1[NH:25][CH2:26][CH2:27][CH2:28][CH2:29]1.[CH:30]([OH:31])([CH3:32])[CH3:33].[Cl:1][c:2]1[cH:3][cH:4][c:5]2[c:6]([cH:22]1)[NH:7][C:8](=[O:21])[c:9]1[c:10]([cH:17][cH:18][cH:19][cH:20]1)[N:11]2[C:12]([CH2:13][CH2:14][Cl:15])=[O:16]>>[Cl:1][c:2]1[cH:3][cH:4][c:5]2[c:6]([cH:22]1)[NH:7][C:8](=[O:21])[c:9]1[c:10]([cH:17][cH:18][cH:19][cH:20]1)[N:11]2[C:12]([CH2:13][CH2:14][N:25]1[CH:24]([CH3:23])[CH2:29][CH2:28][CH2:27][CH2:26]1)=[O:16]. Starting materials: OCC1=CC(=C(OCC=2N=C(OC2C)/C=C/C(=O)OCC)C=C1)OC (ethyl (2E)-3-{4[(4-hydroxymethyl-2-methoxyphenoxy)methyl]-5-methyl-1,3-oxazol-2-yl}-2-propenoate), C1(=CC=CC=C1)C (toluene), S(=O)(Cl)Cl (thionyl chloride). The solvent is C(C)(=O)OCC (ethyl acetate). The product is ClCC1=CC(=C(OCC=2N=C(OC2C)/C=C/C(=O)OCC)C=C1)OC (ethyl(2E)-3-{4[(4-chloromethyl-2-methoxyphenoxy)methyl]-5-methyl-1,3-oxazol-2-yl}-2-propenoate). Isolated yield 89.1%. As a reaction SMILES: O[CH2:2][C:3]1[CH:23]=[CH:22][C:6]([O:7][CH2:8][C:9]2[N:10]=[C:11](/[CH:15]=[CH:16]/[C:17]([O:19][CH2:20][CH3:21])=[O:18])[O:12][C:13]=2[CH3:14])=[C:5]([O:24][CH3:25])[CH:4]=1.C1(C)C=CC=CC=1.S(Cl)([Cl:35])=O>C(OCC)(=O)C>[Cl:35][CH2:2][C:3]1[CH:23]=[CH:22][C:6]([O:7][CH2:8][C:9]2[N:10]=[C:11](/[CH:15]=[CH:16]/[C:17]([O:19][CH2:20][CH3:21])=[O:18])[O:12][C:13]=2[CH3:14])=[C:5]([O:24][CH3:25])[CH:4]=1. Procedure details: To mixture of ethyl (2E)-3-{4[(4-hydroxymethyl-2-methoxyphenoxy)methyl]-5-methyl-1,3-oxazol-2-yl}-2-propenoate (5.0 g) and toluene (100 mL) was added thionyl chloride (1.88 g), and the mixture was heated under reflux for 1 hr. After concentration of the reaction mixture, ethyl acetate was added to the residue. The ethyl acetate layer was washed successively with saturated aqueous sodium hydrogen carbonate and saturated brine, dried over anhydrous magnesium sulfate and concentrated to give ethyl(...